Dataset: the Open Reaction Database (ORD), a public repository of structured organic reaction records. Task: describe an organic reaction: reactants, conditions, products, and yield Reactants: [Si](C)(C)(C(C)(C)C)OCC1(CC=2N(CCS1)C(=NN2)C2(CC2)C2=CC=C(C=C2)Cl)C (8-({[Tert-butyl(dimethyl)silyl]oxy}methyl)-3-[1-(4-chlorophenyl)cyclopropyl]-8-methyl-5,6,8,9-tetrahydro[1,2,4]triazolo[4,3-d][1,4]thiazepine), N1=CC=C(C=C1)B(O)O (4-pyridylboronic acid), C1(CCCCC1)P(C1CCCCC1)C1CCCCC1 (tricyclohexylphosphine), P(=O)([O-])([O-])[O-].[K+].[K+].[K+] (tripotassium phosphate), C(O)([O-])=O.[Na+] (sodium hydrogencarbonate). Solvent: O1CCOCC1 (dioxane), O (water). Reported procedure: A solution of the compound (232 mg, 0.5 mmol) obtained in Example 1-2), 4-pyridylboronic acid (61 mg, 0.5 mmol), tris(dibenzylideneacetone)dipalladium(0) (23 mg, 0.05 mmol), tricyclohexylphosphine (17 mg, 0.12 mmol), and tripotassium phosphate (186 mg, 0.85 mmol) in dioxane (2 mL) and water (1 mL) was stirred at 140° C. for 2 h under microwave irradiation. The reaction mixture was cooled to room temperature, saturated aqueous sodium hydrogencarbonate was added to the reaction mixture, the mixtur... The product is [Si](C)(C)(C(C)(C)C)OCC1(CC=2N(CCS1)C(=NN2)C2(CC2)C2=CC=C(C=C2)C2=CC=NC=C2)C (8-({[Tert-butyl(dimethyl)silyl]oxy}methyl)-8-methyl-3-[1-(4-pyridin-4-ylphenyl)cyclopropyl]-5,6,8,9-tetrahydro[1,2,4]triazolo[4,3-d][1,4]thiazepine). Isolated yield 68.7%. Reagents/catalysts: C=1C=CC(=CC1)/C=C/C(=O)/C=C/C2=CC=CC=C2.C=1C=CC(=CC1)/C=C/C(=O)/C=C/C2=CC=CC=C2.C=1C=CC(=CC1)/C=C/C(=O)/C=C/C2=CC=CC=C2.[Pd].[Pd] (tris(dibenzylideneacetone)dipalladium(0)). As a reaction SMILES: [Si:1]([O:8][CH2:9][C:10]1([CH3:30])[S:16][CH2:15][CH2:14][N:13]2[C:17]([C:20]3([C:23]4[CH:28]=[CH:27][C:26](Cl)=[CH:25][CH:24]=4)[CH2:22][CH2:21]3)=[N:18][N:19]=[C:12]2[CH2:11]1)([C:4]([CH3:7])([CH3:6])[CH3:5])([CH3:3])[CH3:2].[N:31]1[CH:36]=[CH:35][C:34](B(O)O)=[CH:33][CH:32]=1.C1(P(C2CCCCC2)C2CCCCC2)CCCCC1.P([O-])([O-])([O-])=O.[K+].[K+].[K+].C(=O)([O-])O.[Na+]>O1CCOCC1.O.C1C=CC(/C=C/C(/C=C/C2C=CC=CC=2)=O)=CC=1.C1C=CC(/C=C/C(/C=C/C2C=CC=CC=2)=O)=CC=1.C1C=CC(/C=C/C(/C=C/C2C=CC=CC=2)=O)=CC=1.[Pd].[Pd]>[Si:1]([O:8][CH2:9][C:10]1([CH3:30])[S:16][CH2:15][CH2:14][N:13]2[C:17]([C:20]3([C:23]4[CH:28]=[CH:27][C:26]([C:34]5[CH:35]=[CH:36][N:31]=[CH:32][CH:33]=5)=[CH:25][CH:24]=4)[CH2:22][CH2:21]3)=[N:18][N:19]=[C:12]2[CH2:11]1)([C:4]([CH3:7])([CH3:6])[CH3:5])([CH3:3])[CH3:2] |f:3.4.5.6,7.8,11.12.13.14.15|. Starting materials: O=C([O-])[O-], Cc1ccc(B2OC(C)(C)C(C)(C)O2)cn1, Cc1cc(Nc2nc(Cl)cc3cc[nH]c(=O)c23)ccc1N1CCOC(C)C1, [Na+], [Na+], C1COCCO1, O, c1ccc(P(c2ccccc2)(c2ccccc2)[Pd](P(c2ccccc2)(c2ccccc2)c2ccccc2)(P(c2ccccc2)(c2ccccc2)c2ccccc2)P(c2ccccc2)(c2ccccc2)c2ccccc2)cc1. Product: Cc1ccc(-c2cc3cc[nH]c(=O)c3c(Nc3ccc(N4CCOC(C)C4)c(C)c3)n2)cn1. As a reaction SMILES: [C:44](=[O:45])([O-:46])[O-:47].[CH3:28][c:29]1[n:30][cH:31][c:32]([B:35]2[O:36][C:37]([CH3:38])([CH3:39])[C:40]([CH3:41])([CH3:42])[O:43]2)[cH:33][cH:34]1.[Cl:1][c:2]1[cH:3][c:4]2[cH:5][cH:6][nH:7][c:8](=[O:27])[c:9]2[c:10]([NH:12][c:13]2[cH:14][c:15]([CH3:26])[c:16]([N:19]3[CH2:20][CH:21]([CH3:25])[O:22][CH2:23][CH2:24]3)[cH:17][cH:18]2)[n:11]1.[Na+:48].[Na+:49].[O:50]1[CH2:51][CH2:52][O:53][CH2:54][CH2:55]1.[OH2:133].[cH:56]1[cH:57][cH:58][c:59]([P:60]([Pd:61]([P:62]([c:63]2[cH:64][cH:65][cH:66][cH:67][cH:68]2)([c:69]2[cH:70][cH:71][cH:72][cH:73][cH:74]2)[c:75]2[cH:76][cH:77][cH:78][cH:79][cH:80]2)([P:81]([c:82]2[cH:83][cH:84][cH:85][cH:86][cH:87]2)([c:88]2[cH:89][cH:90][cH:91][cH:92][cH:93]2)[c:94]2[cH:95][cH:96][cH:97][cH:98][cH:99]2)[P:100]([c:101]2[cH:102][cH:103][cH:104][cH:105][cH:106]2)([c:107]2[cH:108][cH:109][cH:110][cH:111][cH:112]2)[c:113]2[cH:114][cH:115][cH:116][cH:117][cH:118]2)([c:119]2[cH:120][cH:121][cH:122][cH:123][cH:124]2)[c:125]2[cH:126][cH:127][cH:128][cH:129][cH:130]2)[cH:131][cH:132]1>>[c:2]1(-[c:32]2[cH:31][n:30][c:29]([CH3:28])[cH:34][cH:33]2)[cH:3][c:4]2[cH:5][cH:6][nH:7][c:8](=[O:27])[c:9]2[c:10]([NH:12][c:13]2[cH:14][c:15]([CH3:26])[c:16]([N:19]3[CH2:20][CH:21]([CH3:25])[O:22][CH2:23][CH2:24]3)[cH:17][cH:18]2)[n:11]1. Starting materials: ClC=1C=CC=C2C(N(C3(CCN(CC3)C(=O)OC(C)(C)C)C12)CC1=CC=C(C=C1)OC)=S (Tert-butyl 7-chloro-2-(4-methoxybenzyl)-3-thioxospiro[isoindoline-1,4′-piperidine]-1′-carboxylate), C(=O)(C(F)(F)F)O (TFA). Conditions: time 0.5 hour. The product is ClC=1C=CC=C2C(N(C3(CCNCC3)C12)CC1=CC=C(C=C1)OC)=S (7-chloro-2-(4-methoxybenzyl)spiro[isoindoline-1,4′-piperidine]-3-thione), C(=O)(C(F)(F)F)O (TFA). RXN SMILES: [Cl:1][C:2]1[CH:3]=[CH:4][CH:5]=[C:6]2[C:22]=1[C:9]1([CH2:14][CH2:13][N:12](C(OC(C)(C)C)=O)[CH2:11][CH2:10]1)[N:8]([CH2:23][C:24]1[CH:29]=[CH:28][C:27]([O:30][CH3:31])=[CH:26][CH:25]=1)[C:7]2=[S:32].[C:33]([OH:39])([C:35]([F:38])([F:37])[F:36])=[O:34]>>[Cl:1][C:2]1[CH:3]=[CH:4][CH:5]=[C:6]2[C:22]=1[C:9]1([CH2:14][CH2:13][NH:12][CH2:11][CH2:10]1)[N:8]([CH2:23][C:24]1[CH:25]=[CH:26][C:27]([O:30][CH3:31])=[CH:28][CH:29]=1)[C:7]2=[S:32].[C:33]([OH:39])([C:35]([F:38])([F:37])[F:36])=[O:34]. Reported procedure: Tert-butyl 7-chloro-2-(4-methoxybenzyl)-3-thioxospiro[isoindoline-1,4′-piperidine]-1′-carboxylate (52 mg, 0.11 mmol) was dissolved in neat TFA (−2 mL): After 0.5 h LC-MS showed removal of the boc group. The mixture was evaporated to afford crude 7-chloro-2-(4-methoxybenzyl)spiro[isoindoline-1,4′-piperidine]-3-thione as its TFA salt which was used without purification.